From a dataset of the Open Reaction Database (ORD), a public repository of structured organic reaction records. describe an organic reaction: reactants, conditions, products, and yield Starting materials: FC=1C(=NC(=NC1)C1=CN(C2=NC=C(C=C21)F)S(=O)(=O)C2=CC=C(C)C=C2)NC(CC(=O)OC)C2(CCC2)C (methyl 3-((5-fluoro-2-(5-fluoro-1-tosyl-1H-pyrrolo[2,3-b]pyridin-3-yl)pyrimidin-4-yl)amino)-3-(1-methylcyclobutyl)propanoate), FC=1C(=NC(=NC1)C1=CN(C2=NC=C(C=C21)F)S(=O)(=O)C2=CC=C(C)C=C2)NC(CC(=O)OC)C2(CCC2)C ((+/−)-methyl 3-((5-fluoro-2-(5-fluoro-1-tosyl-1H-pyrrolo[2,3-b]pyridin-3-yl)pyrimidin-4-yl)amino)-3-(1-methylcyclobutyl)propanoate), Cl (HCl). The solvent is C(C)#N (acetonitrile). Conditions: temperature 65 celsius. Yields the product FC=1C(=NC(=NC1)C1=CNC2=NC=C(C=C21)F)NC(CC(=O)OC)C2(CCC2)C ((+/−)-methyl 3-((5-fluoro-2-(5-fluoro-1H-pyrrolo[2,3-b]pyridin-3-yl)pyrimidin-4-yl)amino)-3-(1-methylcyclobutyl)propanoate). RXN SMILES: [F:1][C:2]1[C:3]([NH:28][CH:29]([C:35]2([CH3:39])[CH2:38][CH2:37][CH2:36]2)[CH2:30][C:31]([O:33][CH3:34])=[O:32])=[N:4][C:5]([C:8]2[C:16]3[C:11](=[N:12][CH:13]=[C:14]([F:17])[CH:15]=3)[N:10](S(C3C=CC(C)=CC=3)(=O)=O)[CH:9]=2)=[N:6][CH:7]=1.Cl>C(#N)C>[F:1][C:2]1[C:3]([NH:28][CH:29]([C:35]2([CH3:39])[CH2:36][CH2:37][CH2:38]2)[CH2:30][C:31]([O:33][CH3:34])=[O:32])=[N:4][C:5]([C:8]2[C:16]3[C:11](=[N:12][CH:13]=[C:14]([F:17])[CH:15]=3)[NH:10][CH:9]=2)=[N:6][CH:7]=1. Reported procedure: To a racemic solution of methyl 3-((5-fluoro-2-(5-fluoro-1-tosyl-1H-pyrrolo[2,3-b]pyridin-3-yl)pyrimidin-4-yl)amino)-3-(1-methylcyclobutyl)propanoate, 119a, (3.3 g, 5.9 mmol) in acetonitrile (25 mL) was added HCl (26 mL of 4N solution in dioxane). The reaction mixture was heated to 65° C. for 4 hours. The solution was cooled to room temperature and the solvents were removed under reduced pressure. The mixture was flushed with acetonitrile after which aqueous sodium bicarbonate and ethyl acetate ... Starting materials: ClC1=CC=NC=C1 (4-Chloropyridine), [N-]=[N+]=[N-].[Na+] (sodium azide). The solvent is aqueous solution, [OH-].[Na+] (sodium hydroxide), C(C)O (ethanol), C(Cl)(Cl)Cl (chloroform). Conditions: temperature 110 celsius, time 4 hour. The product is N(=[N+]=[N-])C1=CC=NC=C1 (4-azidopyridine). The yield is 33.1%. RXN SMILES: Cl[C:2]1[CH:7]=[CH:6][N:5]=[CH:4][CH:3]=1.[N-:8]=[N+:9]=[N-:10].[Na+]>[OH-].[Na+].C(O)C.C(Cl)(Cl)Cl>[N:8]([C:2]1[CH:7]=[CH:6][N:5]=[CH:4][CH:3]=1)=[N+:9]=[N-:10] |f:1.2,3.4|. Procedure: 4-Chloropyridine (400 mg) was dissolved in 2.6 ml of a 1M aqueous solution of sodium hydroxide and 1.5 ml of ethanol, 340 mg of sodium azide was added to the solution at room temperature and the mixture was stirred at 110° C. for 4 hours. The reaction solution was returned to room temperature, diluted with chloroform and washed with water and then a saturated saline solution. The organic layer was dried over sodium sulfate and the solvent was evaporated in vacuo to give 140 mg of the crude produ... Reactants: BrCC(=O)O (bromoacetic acid), ClC1=C(C=C(C(=C1)F)F)S(=O)(=O)Cl (2-Chloro-4,5-difluorobenzenesulfonyl chloride), S(=O)([O-])[O-].[Na+].[Na+] (sodium sulfite), C([O-])(O)=O.[Na+] (sodium bicarbonate). Solvent: O (water), O (water). Conditions: temperature 150 celsius. Yields the product ClC1=C(C=C(C(=C1)F)F)S(=O)(=O)C (1-Chloro-4,5-difluoro-2-(methylsulfonyl)benzene). Yield: 48.0%. Reaction SMILES: [Cl:1][C:2]1[CH:7]=[C:6]([F:8])[C:5]([F:9])=[CH:4][C:3]=1[S:10](Cl)(=[O:12])=[O:11].S([O-])([O-])=O.[Na+].[Na+].[C:20](=O)(O)[O-].[Na+].BrCC(O)=O>O>[Cl:1][C:2]1[CH:7]=[C:6]([F:8])[C:5]([F:9])=[CH:4][C:3]=1[S:10]([CH3:20])(=[O:12])=[O:11] |f:1.2.3,4.5|. Procedure: 2-Chloro-4,5-difluorobenzenesulfonyl chloride (300 mg) was added to a solution of sodium sulfite (306 mg) and sodium bicarbonate (153 mg) in water (4 mL). The mixture was heated to 150° C. in a sealed microwave vial for 400 seconds and allowed to cool. The mixture was treated with bromoacetic acid (253 mg) in water (1 mL), and heated to 150° C. for 300 seconds then allowed to cool, following which the precipitate was removed by filtration and dried in vacuo to give the desired compound (132 mg).... The reactants are [BH3-]C#N, CC(C)(NC1=CC(c2cccc(OC(F)(F)F)c2)N(c2ccc(C#N)cc2)C1=O)c1cccc(C(F)(F)F)n1, CC(=O)O, [Na+]. The product is CC(C)(NC1CC(c2cccc(OC(F)(F)F)c2)N(c2ccc(C#N)cc2)C1=O)c1cccc(C(F)(F)F)n1. Reaction SMILES: [C:40]([BH3-:41])#[N:42].[CH3:1][C:2]([CH3:3])([c:4]1[n:5][c:6]([C:10]([F:11])([F:12])[F:13])[cH:7][cH:8][cH:9]1)[NH:14][C:15]1=[CH:19][CH:18]([c:20]2[cH:21][c:22]([O:26][C:27]([F:28])([F:29])[F:30])[cH:23][cH:24][cH:25]2)[N:17]([c:31]2[cH:32][cH:33][c:34]([C:35]#[N:36])[cH:37][cH:38]2)[C:16]1=[O:39].[CH3:44][C:45](=[O:46])[OH:47].[Na+:43]>>[CH3:1][C:2]([CH3:3])([c:4]1[n:5][c:6]([C:10]([F:11])([F:12])[F:13])[cH:7][cH:8][cH:9]1)[NH:14][CH:15]1[C:16](=[O:39])[N:17]([c:31]2[cH:32][cH:33][c:34]([C:35]#[N:36])[cH:37][cH:38]2)[CH:18]([c:20]2[cH:21][c:22]([O:26][C:27]([F:28])([F:29])[F:30])[cH:23][cH:24][cH:25]2)[CH2:19]1. The reactants are NCC1=NC(=C2N=CN(C2=N1)[C@@H]1O[C@@H]([C@H]([C@H]1O)O)COC)NCC(C1=CC=CC=C1)C1=CC=CC=C1 ((2R,3R,4S,5R)-2-{2-(aminomethyl)-6-[(2,2-diphenylethyl)amino]-9H-purin-9-yl}-5-(methoxymethyl)tetrahydro-3,4-furandiol), C1(CCCCC1)C=O (cyclohexanecarboxaldehyde), C(C)(=O)O[BH-](OC(C)=O)OC(C)=O.[Na+] (sodium tnacetoxyborohydnde). Product: C1(CCCCC1)CNCC1=NC(=C2N=CN(C2=N1)[C@@H]1O[C@@H]([C@H]([C@H]1O)O)COC)NCC(C1=CC=CC=C1)C1=CC=CC=C1 ((2R,3R,4S,5R)-2-[2-{[(Cyclohexylmethyl)amino]methyl}-6-[(2,2-diphenylethyl)amino]-9H-purin-9-yl]-5-(methoxymethyl)tetrahydro-3,4-furandiol). Yield: 46.9%. Reaction SMILES: [NH2:1][CH2:2][C:3]1[N:11]=[C:10]2[C:6]([N:7]=[CH:8][N:9]2[C@H:12]2[C@H:16]([OH:17])[C@H:15]([OH:18])[C@@H:14]([CH2:19][O:20][CH3:21])[O:13]2)=[C:5]([NH:22][CH2:23][CH:24]([C:31]2[CH:36]=[CH:35][CH:34]=[CH:33][CH:32]=2)[C:25]2[CH:30]=[CH:29][CH:28]=[CH:27][CH:26]=2)[N:4]=1.[CH:37]1([CH:43]=O)[CH2:42][CH2:41][CH2:40][CH2:39][CH2:38]1.C(O[BH-](OC(=O)C)OC(=O)C)(=O)C.[Na+]>>[CH:37]1([CH2:43][NH:1][CH2:2][C:3]2[N:11]=[C:10]3[C:6]([N:7]=[CH:8][N:9]3[C@H:12]3[C@H:16]([OH:17])[C@H:15]([OH:18])[C@@H:14]([CH2:19][O:20][CH3:21])[O:13]3)=[C:5]([NH:22][CH2:23][CH:24]([C:31]3[CH:36]=[CH:35][CH:34]=[CH:33][CH:32]=3)[C:25]3[CH:26]=[CH:27][CH:28]=[CH:29][CH:30]=3)[N:4]=2)[CH2:42][CH2:41][CH2:40][CH2:39][CH2:38]1 |f:2.3|. Reported procedure: The title compound was prepared by a similar method to example 5 from (2R,3R,4S,5R)-2-{2-(aminomethyl)-6-[(2,2-diphenylethyl)amino]-9H-purin-9-yl}-5-(methoxymethyl)tetrahydro-3,4-furandiol (example 1) (110 mg, 0.22 mmol), cyclohexanecarboxaldehyde (22 mg, 0.20 mmol) and sodium tnacetoxyborohydnde (70 mg, 0.33 mmol) to afford the title compound as a solid (55 mg). MS: 587 (MH+).